From a dataset of the Open Reaction Database (ORD), a public repository of structured organic reaction records. describe an organic reaction: reactants, conditions, products, and yield The reactants are CC[O-], CCO, [Na+], [Na], O, O=C1Nc2ccc(O)cc2CO1, BrCCCCSc1ccccc1. Product: O=C1Nc2ccc(OCCCCSc3ccccc3)cc2CO1. RXN SMILES: [CH3:14][CH2:15][O-:16].[CH3:31][CH2:32][OH:33].[Na+:13].[Na:17].[OH2:30].[OH:1][c:2]1[cH:3][cH:4][c:5]2[c:6]([cH:12]1)[CH2:7][O:8][C:9](=[O:11])[NH:10]2.[c:18]1([S:24][CH2:25][CH2:26][CH2:27][CH2:28][Br:29])[cH:19][cH:20][cH:21][cH:22][cH:23]1>>[O:1]([c:2]1[cH:3][cH:4][c:5]2[c:6]([cH:12]1)[CH2:7][O:8][C:9](=[O:11])[NH:10]2)[CH2:28][CH2:27][CH2:26][CH2:25][S:24][c:18]1[cH:19][cH:20][cH:21][cH:22][cH:23]1. Reactants: C1(CCCC1)C1(C(C2=C(C(=C(C=C2C1)O)Cl)Cl)O)C (2-cyclopentyl-2-methyl-6,7-dichloroindan-1,5-diol), [OH-].[Na+] (sodium hydroxide), C(Cl)(Cl)Cl (Chloroform). Solvent: CC(=O)C (acetone), CC(=O)C (acetone). Yields the product CC(C(=O)O)(C)OC=1C=C2CC(C(C2=C(C1Cl)Cl)=O)(C)C1CCCC1 (α,α-dimethyl-(1-oxo-2-cyclopentyl-2-methyl-6,7-dichloro-5-indanyloxy)acetic acid). As a reaction SMILES: [CH:1]1([C:6]2([CH3:19])[CH2:14][C:13]3[C:8](=[C:9]([Cl:17])[C:10]([Cl:16])=[C:11]([OH:15])[CH:12]=3)[CH:7]2[OH:18])[CH2:5][CH2:4][CH2:3][CH2:2]1.[OH-:20].[Na+].C(Cl)(Cl)Cl>CC(C)=O>[CH3:1][C:6]([O:15][C:11]1[CH:12]=[C:13]2[C:8](=[C:9]([Cl:17])[C:10]=1[Cl:16])[C:7](=[O:18])[C:6]([CH:1]1[CH2:2][CH2:3][CH2:4][CH2:5]1)([CH3:19])[CH2:14]2)([CH3:14])[C:7]([OH:18])=[O:20] |f:1.2|. Reported procedure: To a refluxing solution of 2-cyclopentyl-2-methyl-6,7-dichloro-1,5-indandiol (Example 5, Step C), (15.6 g., 0.05 mole) in acetone (500 ml.) in an inert atmosphere is added solid sodium hydroxide (12.6 g., 0.25 mole). Chloroform (7.6 g., 0.69 mole) in acetone (50 ml.) is added dropwise during a ten-minute period. The reaction mixture is refluxed for 5 hours, then evaporated to dryness at reduced pressure. The residue is dissolved in water, filtered and acidified with hydrochloric acid affording α... Starting materials: C(C)(C)(C)OC(=O)N[C@H](C(=O)O)CC1=CC=C(C=C1)C1=CC=CC=C1 ((S)-2-t-butoxycarbonylamino-3-(biphenyl-4-yl)-propionic acid), CN1CCOCC1 (N-methylmorpholine), ClC(=O)OCC(C)C (isobutyl chloroformate). Procedure: Similarly to a method reported in Tetrahedron Lett., 1991, 923, to a stirred solution of (S)-2-t-butoxycarbonylamino-3-(biphenyl-4-yl)-propionic acid (3 g, 8.8 mmol) in dimethoxyethane (DME; 8 mL) at -15° is added N-methylmorpholine (0.975 mL, 8.8 mmol), followed by isobutyl chloroformate (1.2 mL, 9.25 mmol). After 5 minutes, the precipitate is removed by filtration and washed with DME (5 mL). The filtrate is cooled to 0° and treated at once with a freshly prepared clear solution of sodium boroh... Run in C(OC)COC (dimethoxyethane). As a reaction SMILES: [C:1]([O:5][C:6]([NH:8][C@@H:9]([CH2:13][C:14]1[CH:19]=[CH:18][C:17]([C:20]2[CH:25]=[CH:24][CH:23]=[CH:22][CH:21]=2)=[CH:16][CH:15]=1)[C:10](O)=[O:11])=[O:7])([CH3:4])([CH3:3])[CH3:2].CN1CCOCC1.ClC(OCC(C)C)=O>C(COC)OC>[C:1]([O:5][C:6]([NH:8][C@@H:9]([CH2:13][C:14]1[CH:15]=[CH:16][C:17]([C:20]2[CH:25]=[CH:24][CH:23]=[CH:22][CH:21]=2)=[CH:18][CH:19]=1)[CH2:10][OH:11])=[O:7])([CH3:4])([CH3:2])[CH3:3]. Conditions: time 5 minute. Product: C(C)(C)(C)OC(=O)N[C@H](CO)CC1=CC=C(C=C1)C1=CC=CC=C1 ((S)-2-(t-butoxycarbonylamino)-3-(biphenyl-4-yl)-propan-1-ol). Reactants: O=S1(=O)CCCC1, Cc1ccc(Cl)c(N)c1, ClCCl, Clc1cc(Cl)ncn1. Product: Cc1ccc(Cl)c(Nc2cc(Cl)ncn2)c1. Reaction SMILES: [CH2:1]1[S:2](=[O:3])(=[O:4])[CH2:5][CH2:6][CH2:7]1.[Cl:16][c:17]1[c:18]([NH2:19])[cH:20][c:21]([CH3:24])[cH:22][cH:23]1.[Cl:25][CH2:26][Cl:27].[Cl:8][c:9]1[n:10][cH:11][n:12][c:13]([Cl:15])[cH:14]1>>[c:9]1([NH:19][c:18]2[c:17]([Cl:16])[cH:23][cH:22][c:21]([CH3:24])[cH:20]2)[n:10][cH:11][n:12][c:13]([Cl:15])[cH:14]1. Reactants: Cc1ccc(Br)cc1N, CCN(C(C)C)C(C)C, C1CCOC1, O=C(Cl)c1ccc(Nc2nc(-c3ccccc3)c3ccccc3n2)cc1. Yields the product Cc1ccc(Br)cc1NC(=O)c1ccc(Nc2nc(-c3ccccc3)c3ccccc3n2)cc1. Reaction SMILES: [Br:36][c:37]1[cH:38][cH:39][c:40]([CH3:44])[c:41]([NH2:42])[cH:43]1.[CH:27]([N:28]([CH2:29][CH3:30])[CH:31]([CH3:32])[CH3:33])([CH3:34])[CH3:35].[O:45]1[CH2:46][CH2:47][CH2:48][CH2:49]1.[c:1]1(-[c:7]2[n:8][c:9]([NH:17][c:18]3[cH:19][cH:20][c:21]([C:22](=[O:23])[Cl:24])[cH:25][cH:26]3)[n:10][c:11]3[cH:12][cH:13][cH:14][cH:15][c:16]23)[cH:2][cH:3][cH:4][cH:5][cH:6]1>>[c:1]1(-[c:7]2[n:8][c:9]([NH:17][c:18]3[cH:19][cH:20][c:21]([C:22](=[O:23])[NH:42][c:41]4[c:40]([CH3:44])[cH:39][cH:38][c:37]([Br:36])[cH:43]4)[cH:25][cH:26]3)[n:10][c:11]3[cH:12][cH:13][cH:14][cH:15][c:16]23)[cH:2][cH:3][cH:4][cH:5][cH:6]1. The reactants are C1NCCC=2C3=CC=CC=C3NC12 (2,3,4,9-Tetrahydro-1H-beta-carbolin), C(CC)=O (propionaldehyde), C(C)(=O)O (Acetic acid), C(C)(=O)O[BH-](OC(C)=O)OC(C)=O.[Na+] (sodium trisacetoxyborohydride). Run in C1CCOC1 (THF). Conditions: time 1 hour. Product: C(CC)N1CC=2NC3=CC=CC=C3C2CC1 (2-Propyl-2,3,4,9-tetrahydro-1H-beta-carboline). Isolated yield 91.4%. RXN SMILES: [CH2:1]1[C:13]2[NH:12][C:11]3[C:6](=[CH:7][CH:8]=[CH:9][CH:10]=3)[C:5]=2[CH2:4][CH2:3][NH:2]1.[CH:14](=O)[CH2:15][CH3:16].C(O)(=O)C.C(O[BH-](OC(=O)C)OC(=O)C)(=O)C.[Na+]>C1COCC1>[CH2:14]([N:2]1[CH2:3][CH2:4][C:5]2[C:6]3[C:11](=[CH:10][CH:9]=[CH:8][CH:7]=3)[NH:12][C:13]=2[CH2:1]1)[CH2:15][CH3:16] |f:3.4|. Reported procedure: 2,3,4,9-Tetrahydro-1H-beta-carbolin (2.5 g, 14.5 mmol) and propionaldehyde (1.06 ml, 14.5 mmol) were dissolved in THF (100 ml). Acetic acid (1.25 ml, 21.8 mmol) and sodium trisacetoxyborohydride (4.615 g, 21.8 mmol) were sequentially added to the reaction mixture and stirred for 1 h at room temperature. The reaction mixture was concentrated and the residue was dissolved in H2O (10 ml) and ethyl acetate (50 ml). The pH was adjusted to 9 by adding NaOH (2M). The organic phase was separated, dried ...